describe an organic reaction: reactants, conditions, products, and yield From a dataset of the Open Reaction Database (ORD), a public repository of structured organic reaction records. Reported procedure: 22.8 g (0.10 mole) of the 5-hydroxy-1-phenyl-3-trifluoromethylpyrazole synthesized in Reference Example 2 was dissolved in 35.0 g (0.15 mole) of a 24% aqueous potassium hydroxide solution. To the solution being stirred at room temperature was dropwise added 9.7 g (0.12 mole) of a 37% formalin solution, followed by stirring at the same temperature for 1 hour. Then, there were added 70.0 g (0.3 mole) of a 24% aqueous potassium hydroxide solution and 100 ml of acetonitrile. Therein was blown 17.3 g... Yield: 84.9%. Solvent: [OH-].[K+] (potassium hydroxide), [OH-].[K+] (potassium hydroxide). Product: FC(OC1=C(C(=NN1C1=CC=CC=C1)C(F)(F)F)CO)F (5-difluoromethoxy-4-hydroxymethyl-1-phenyl-3-trifluoromethylpyrazole). Reaction SMILES: [OH:1][C:2]1[N:6]([C:7]2[CH:12]=[CH:11][CH:10]=[CH:9][CH:8]=2)[N:5]=[C:4]([C:13]([F:16])([F:15])[F:14])[CH:3]=1.[CH2:17]=[O:18].C(#N)C.Cl[CH:23]([F:25])[F:24]>[OH-].[K+]>[F:24][CH:23]([F:25])[O:1][C:2]1[N:6]([C:7]2[CH:12]=[CH:11][CH:10]=[CH:9][CH:8]=2)[N:5]=[C:4]([C:13]([F:16])([F:15])[F:14])[C:3]=1[CH2:17][OH:18] |f:4.5|. Reactants: OC1=CC(=NN1C1=CC=CC=C1)C(F)(F)F (5-hydroxy-1-phenyl-3-trifluoromethylpyrazole), ClC(F)F (chlorodifluoromethane), C=O (formalin), C(C)#N (acetonitrile). Starting materials: CCN=C=NCCCN(C)C, Cc1nnc(Cc2cccc(CC(=O)O)c2)o1, Nc1ccc(CCCCc2nnc(NC(=O)Cc3ccccc3)s2)nn1, CN(C)C=O, O, On1nnc2ccccc21. Product: Cc1nnc(Cc2cccc(CC(=O)Nc3ccc(CCCCc4nnc(NC(=O)Cc5ccccc5)s4)nn3)c2)o1. RXN SMILES: [CH2:44]([N:45]=[C:46]=[N:47][CH2:48][CH2:49][CH2:50][N:51]([CH3:52])[CH3:53])[CH3:54].[CH3:27][c:28]1[n:29][n:30][c:31]([CH2:33][c:34]2[cH:35][c:36]([CH2:40][C:41](=[O:42])[OH:43])[cH:37][cH:38][cH:39]2)[o:32]1.[NH2:1][c:2]1[cH:3][cH:4][c:5]([CH2:8][CH2:9][CH2:10][CH2:11][c:12]2[n:13][n:14][c:15]([NH:17][C:18]([CH2:19][c:20]3[cH:21][cH:22][cH:23][cH:24][cH:25]3)=[O:26])[s:16]2)[n:6][n:7]1.[O:65]=[CH:66][N:67]([CH3:68])[CH3:69].[OH2:70].[OH:55][n:56]1[c:57]2[cH:58][cH:59][cH:60][cH:61][c:62]2[n:63][n:64]1>>[NH:1]([c:2]1[cH:3][cH:4][c:5]([CH2:8][CH2:9][CH2:10][CH2:11][c:12]2[n:13][n:14][c:15]([NH:17][C:18]([CH2:19][c:20]3[cH:21][cH:22][cH:23][cH:24][cH:25]3)=[O:26])[s:16]2)[n:6][n:7]1)[C:41]([CH2:40][c:36]1[cH:35][c:34]([CH2:33][c:31]2[n:30][n:29][c:28]([CH3:27])[o:32]2)[cH:39][cH:38][cH:37]1)=[O:42].